describe an organic reaction: reactants, conditions, products, and yield From a dataset of the Open Reaction Database (ORD), a public repository of structured organic reaction records. The reactants are Cc1cccc(Br)c1, O=C([O-])O, [Li]CCCC, Cc1ncoc1C=O, [Na+], C1CCOC1. Product: Cc1cccc(C(O)c2ocnc2C)c1. RXN SMILES: [Br:6][c:7]1[cH:8][c:9]([CH3:13])[cH:10][cH:11][cH:12]1.[C:22](=[O:23])([O-:24])[OH:25].[CH2:1]([Li:2])[CH2:3][CH2:4][CH3:5].[CH3:14][c:15]1[n:16][cH:17][o:18][c:19]1[CH:20]=[O:21].[Na+:26].[O:27]1[CH2:28][CH2:29][CH2:30][CH2:31]1>>[c:7]1([CH:20]([c:19]2[c:15]([CH3:14])[n:16][cH:17][o:18]2)[OH:21])[cH:8][c:9]([CH3:13])[cH:10][cH:11][cH:12]1. Reactants: BrC=1C=NC=C(C1NC1=CC(OC2=C(C(=CC=C12)OC)OC1CCCC1)=O)Cl (4-(3-bromo-5-chloropyridin-4-ylamino)-8-(cyclopentyloxy)-7-methoxy-2H-chromen-2-one), C(CCC)[Sn](C(=C)OCC)(CCCC)CCCC (tributyl(1-ethoxyvinyl)tin). Reagents/catalysts: Cl[Pd]([P](C1=CC=CC=C1)(C2=CC=CC=C2)C3=CC=CC=C3)([P](C4=CC=CC=C4)(C5=CC=CC=C5)C6=CC=CC=C6)Cl (PdCl2(PPh3)2). Run in C1(=CC=CC=C1)C (toluene). Reaction conditions: temperature 80 celsius. The product is ClC=1C=NC=C(C1NC1=CC(OC2=C(C(=CC=C12)OC)OC1CCCC1)=O)C(=C)OCC (4-(3-chloro-5-(1-ethoxyvinyl)pyridin-4-ylamino)-8-(cyclopentyloxy)-7-methoxy-2H-chromen-2-one). RXN SMILES: Br[C:2]1[CH:3]=[N:4][CH:5]=[C:6]([Cl:28])[C:7]=1[NH:8][C:9]1[C:18]2[C:13](=[C:14]([O:21][CH:22]3[CH2:26][CH2:25][CH2:24][CH2:23]3)[C:15]([O:19][CH3:20])=[CH:16][CH:17]=2)[O:12][C:11](=[O:27])[CH:10]=1.C([Sn](CCCC)(CCCC)[C:34]([O:36][CH2:37][CH3:38])=[CH2:35])CCC>Cl[Pd](Cl)([P](C1C=CC=CC=1)(C1C=CC=CC=1)C1C=CC=CC=1)[P](C1C=CC=CC=1)(C1C=CC=CC=1)C1C=CC=CC=1.C1(C)C=CC=CC=1>[Cl:28][C:6]1[CH:5]=[N:4][CH:3]=[C:2]([C:34]([O:36][CH2:37][CH3:38])=[CH2:35])[C:7]=1[NH:8][C:9]1[C:18]2[C:13](=[C:14]([O:21][CH:22]3[CH2:26][CH2:25][CH2:24][CH2:23]3)[C:15]([O:19][CH3:20])=[CH:16][CH:17]=2)[O:12][C:11](=[O:27])[CH:10]=1 |^1:49,68|. Procedure details: A mixture of 4-(3-bromo-5-chloropyridin-4-ylamino)-8-(cyclopentyloxy)-7-methoxy-2H-chromen-2-one (0.206 g, 0.441 mmol, Example 11), PdCl2(PPh3)2 (31 mg, 0.044 mmol), tributyl(1-ethoxyvinyl)tin (0.20 mL, 0.57 mmol), and toluene (5 mL) was heated at 80° C. under N2 for 4 h. After allowing to cool to rt, the mixture was filtered through Celite and washed with EtOAc. The filtrate was washed with aqueous KF, dried, filtered, concentrated, and purified by silica gel chromatography (0→50% EtOAc/hexanes... Reactants: C#Cc1ccc(C2CCC(CCCCC)CC2)cc1, [Li]CCCC, CN(C)C=O, CCCCCC, Cl, C1CCOC1. Product: CCCCCC1CCC(c2ccc(C#CC=O)cc2)CC1. As a reaction SMILES: [C:6](#[CH:7])[c:8]1[cH:9][cH:10][c:11]([CH:14]2[CH2:15][CH2:16][CH:17]([CH2:20][CH2:21][CH2:22][CH2:23][CH3:24])[CH2:18][CH2:19]2)[cH:12][cH:13]1.[CH2:1]([Li:2])[CH2:3][CH2:4][CH3:5].[CH3:25][N:26]([CH:27]=[O:28])[CH3:29].[CH3:31][CH2:32][CH2:33][CH2:34][CH2:35][CH3:36].[ClH:30].[O:37]1[CH2:38][CH2:39][CH2:40][CH2:41]1>>[C:6](#[C:7][CH:27]=[O:28])[c:8]1[cH:9][cH:10][c:11]([CH:14]2[CH2:15][CH2:16][CH:17]([CH2:20][CH2:21][CH2:22][CH2:23][CH3:24])[CH2:18][CH2:19]2)[cH:12][cH:13]1. Reactants: NCC1=CC=C(C=C1)S(=O)(N(C)C)=NC (4-(Aminomethyl)-N,N,N′-trimethylbenzenesulfonimidamide), C(#N)CN=S(=O)(C)C1=CC=C(CN2C(C3=CC=CC=C3C2=O)=O)C=C1 (2-(4-(N-Cyanomethyl-S-methylsulfonimidoyl)benzyl)isoindoline-1,3-dione), ( X011_S03 ). Product: C(#N)CN=S(=O)(C)C1=CC=C(CN)C=C1 (4-(N-cyanomethyl-S-methylsulfonimidoyl)benzylamine). RXN SMILES: NCC1C=CC(S(=NC)(N(C)C)=O)=CC=1.[C:16]([CH2:18][N:19]=[S:20]([C:23]1[CH:40]=[CH:39][C:26]([CH2:27][N:28]2C(=O)C3C(=CC=CC=3)C2=O)=[CH:25][CH:24]=1)([CH3:22])=[O:21])#[N:17]>>[C:16]([CH2:18][N:19]=[S:20]([C:23]1[CH:40]=[CH:39][C:26]([CH2:27][NH2:28])=[CH:25][CH:24]=1)([CH3:22])=[O:21])#[N:17]. Procedure details: The title compounds is prepared in analogy to preparation 60d, using 2-(4-(N-cyano-methyl-S-methylsulfonimidoyl)benzyl)isoindoline-1,3-dione (preparation 64a) as starting material. ESI mass spectrum: [M+H]+=224; r.t. HPLC: 0.22 min (X011_S03). The reactants are CCOC(=O)CC1OB(O)c2cc(O)cc(F)c21, [H-], CC(C)I, [Na+], CN(C)C=O. The product is CCOC(=O)CC1OB(O)c2cc(OC(C)C)cc(F)c21. As a reaction SMILES: [CH2:1]([CH3:2])[O:3][C:4]([CH2:5][CH:6]1[c:7]2[c:8]([cH:12][c:13]([OH:17])[cH:14][c:15]2[F:16])[B:9]([OH:11])[O:10]1)=[O:18].[H-:19].[I:21][CH:22]([CH3:23])[CH3:24].[Na+:20].[O:25]=[CH:26][N:27]([CH3:28])[CH3:29]>>[CH2:1]([CH3:2])[O:3][C:4]([CH2:5][CH:6]1[c:7]2[c:8]([cH:12][c:13]([O:17][CH:22]([CH3:23])[CH3:24])[cH:14][c:15]2[F:16])[B:9]([OH:11])[O:10]1)=[O:18]. The reactants are O=C([O-])[O-], CN(C)C=O, Cc1nc(-c2ccccc2)sc1CCl, [K+], [K+], COc1cc(C=O)ccc1O, O. Reaction SMILES: [C:26](=[O:27])([O-:28])[O-:29].[CH3:32][N:33]([CH3:34])[CH:35]=[O:36].[Cl:1][CH2:2][c:3]1[c:4]([CH3:14])[n:5][c:6](-[c:8]2[cH:9][cH:10][cH:11][cH:12][cH:13]2)[s:7]1.[K+:30].[K+:31].[O:15]=[CH:16][c:17]1[cH:18][c:19]([O:20][CH3:21])[c:22]([OH:23])[cH:24][cH:25]1.[OH2:37]>>[CH2:2]([c:3]1[c:4]([CH3:14])[n:5][c:6](-[c:8]2[cH:9][cH:10][cH:11][cH:12][cH:13]2)[s:7]1)[O:23][c:22]1[c:19]([O:20][CH3:21])[cH:18][c:17]([CH:16]=[O:15])[cH:25][cH:24]1. Product: COc1cc(C=O)ccc1OCc1sc(-c2ccccc2)nc1C.